The task is: describe an organic reaction: reactants, conditions, products, and yield. This data is from the Open Reaction Database (ORD), a public repository of structured organic reaction records. Reaction SMILES: Br[C:2]1[CH:3]=[C:4]2[C:10](I)=[N:9][NH:8][C:5]2=[CH:6][N:7]=1.[N:12]1[CH:17]=[CH:16][CH:15]=[C:14](B(O)O)[CH:13]=1.C(=O)([O-])[O-].[Na+].[Na+].CO[CH2:29][CH2:30]OC>CC#N.C1C=CC(P(C2C=CC=CC=2)[C-]2C=CC=C2)=CC=1.C1C=CC(P(C2C=CC=CC=2)[C-]2C=CC=C2)=CC=1.Cl[Pd]Cl.[Fe+2].O.C(O)C>[N:12]1[CH:17]=[CH:16][CH:15]=[C:14]([C:10]2[C:4]3[C:5](=[CH:6][N:7]=[C:2]([C:3]4[CH:2]=[N:7][CH:6]=[CH:29][CH:30]=4)[CH:3]=3)[NH:8][N:9]=2)[CH:13]=1 |f:2.3.4,7.8.9.10|. The reagents and catalysts are C1=CC=C(C=C1)P([C-]2C=CC=C2)C3=CC=CC=C3.C1=CC=C(C=C1)P([C-]2C=CC=C2)C3=CC=CC=C3.Cl[Pd]Cl.[Fe+2] (Pd(dppf)Cl2). Starting materials: BrC=1C=C2C(=CN1)NN=C2I (5-bromo-3-iodo-1H-pyrazolo[3,4-c]pyridine), N1=CC(=CC=C1)B(O)O (pyridin-3-ylboronic acid), C([O-])([O-])=O.[Na+].[Na+] (sodium carbonate), COCCOC (1,2-dimethoxyethane), NH4HCO3. The product is N1=CC(=CC=C1)C1=NNC2=CN=C(C=C21)C=2C=NC=CC2 (3,5-di(pyridin-3-yl)-1H-pyrazolo[3,4-c]pyridine). Procedure: To a microwave tube was added 5-bromo-3-iodo-1H-pyrazolo[3,4-c]pyridine (100 mg, 0.31 mmol), pyridin-3-ylboronic acid (343 mg, 2.79 mmol), Pd(dppf)Cl2 (24 mg, 0.03 mmol), sodium carbonate (131 mg, 1.24 mmol), 1,2-dimethoxyethane (2 mL), ethanol (0.5 mL) and water (0.5 mL). The tube was flushed with nitrogen for 2 minutes and heated in a Biotage microwave at 160° C. for 1 hour. The solvent was distilled off and the crude product was purified via reverse phase HPLC eluting with 15% CH3CN in aqueou... The yield is 28.0%. Run at temperature 160 celsius. The solvent is O (water), C(C)O (ethanol), CC#N (CH3CN).